This data is from the Open Reaction Database (ORD), a public repository of structured organic reaction records. The task is: describe an organic reaction: reactants, conditions, products, and yield The reactants are C1(CCCCC1)C1=CC=C(C=C1)C1C(C1)C(=O)OC (methyl 2-(4-cyclohexylphenyl)cyclopropanecarboxylate), O.NN (hydrazine hydrate). Run in C(C)O (ethanol). Conditions: temperature 80 celsius. The product is C1(CCCCC1)C1=CC=C(C=C1)C1C(C1)C(=O)NN (2-(4-cyclohexylphenyl)cyclopropanecarbohydrazide). Isolated yield 133.5%. RXN SMILES: [CH:1]1([C:7]2[CH:12]=[CH:11][C:10]([CH:13]3[CH2:15][CH:14]3[C:16]([O:18]C)=O)=[CH:9][CH:8]=2)[CH2:6][CH2:5][CH2:4][CH2:3][CH2:2]1.O.[NH2:21][NH2:22]>C(O)C>[CH:1]1([C:7]2[CH:12]=[CH:11][C:10]([CH:13]3[CH2:15][CH:14]3[C:16]([NH:21][NH2:22])=[O:18])=[CH:9][CH:8]=2)[CH2:6][CH2:5][CH2:4][CH2:3][CH2:2]1 |f:1.2|. Procedure details: To a room temperature solution of methyl 2-(4-cyclohexylphenyl)cyclopropanecarboxylate (150 mg, 0.58 mmol) in ethanol (40 mL) was added hydrazine hydrate (293 mg, 5.85 mmol). The reaction mixture was then heated at 80° C. for 16 h, concentrated in vacuo and the residue dissolved in DCM (50 mL). The organic layer was washed with water, dried over magnesium sulfate, filtered and concentrated in vacuo to afford 2-(4-cyclohexylphenyl)cyclopropanecarbohydrazide (200 mg) which was taken on to the next... Starting materials: C(C)(C)(C)OC(=O)C=1N2C([C@H]([C@H]2CCC1CO)NC(=O)OC(C)(C)C)=O ((6R, 7S)-7-tert-butoxycarbonylamino-3-hydroxymethyl-8-oxo-1-aza-bicyclo[4.2.0]-oct-2-ene-2-carboxylic acid tert-butyl ester). The reagents and catalysts are [O-2].[Mn+4].[O-2] (manganese(IV) oxide), [O-2].[Mn+4].[O-2] (manganese(IV) oxide), [O-2].[Mn+4].[O-2] (manganese(IV) oxide). Run in C(Cl)Cl (methylene chloride). Reaction conditions: time 24 hour. Product: C(C)(C)(C)OC(=O)C=1N2C([C@H]([C@H]2CCC1C=O)NC(=O)OC(C)(C)C)=O ((6R, 7S)-7-tert-Butoxycarbonylamino-3-formyl-8-oxo-1-aza-bicyclo[4.2.0]oct-2-ene-2-carboxylic acid tert-butyl ester). The yield is 83.2%. Reaction SMILES: [C:1]([O:5][C:6]([C:8]1[N:9]2[C@H:12]([CH2:13][CH2:14][C:15]=1[CH2:16][OH:17])[C@H:11]([NH:18][C:19]([O:21][C:22]([CH3:25])([CH3:24])[CH3:23])=[O:20])[C:10]2=[O:26])=[O:7])([CH3:4])([CH3:3])[CH3:2]>C(Cl)Cl.[O-2].[Mn+4].[O-2]>[C:1]([O:5][C:6]([C:8]1[N:9]2[C@H:12]([CH2:13][CH2:14][C:15]=1[CH:16]=[O:17])[C@H:11]([NH:18][C:19]([O:21][C:22]([CH3:25])([CH3:24])[CH3:23])=[O:20])[C:10]2=[O:26])=[O:7])([CH3:4])([CH3:3])[CH3:2] |f:2.3.4|. Procedure: A solution of 194 g (0.52 Mol) of (6R, 7S)-7-tert-butoxycarbonylamino-3-hydroxy-methyl-8-oxo-1-aza-bicyclo[4.2.0]-oct-2-ene-2-carboxylic acid tert-butyl ester (9) in 4.85 l of methylene chloride was stirred with 455 g (0.52 Mol) manganese(IV) oxide at 22-25° C. for 15 h. Another 45.5 g manganese(IV) oxide was added and stirring was continued for 24 h. A further 45.5 g of manganese(IV) oxide was added and stirring was continued for 3.5 h. The solids were removed by filtration over 500 g dicalite ... Reactants: COC(OC)c1ccc2cc(Br)ccc2n1, [Li]CCCC, CN(C)C=O, C1CCOC1, O. The product is COC(OC)c1ccc2cc(C=O)ccc2n1. RXN SMILES: [Br:1][c:2]1[cH:3][c:4]2[cH:5][cH:6][c:7]([CH:12]([O:13][CH3:14])[O:15][CH3:16])[n:8][c:9]2[cH:10][cH:11]1.[CH2:17]([Li:18])[CH2:19][CH2:20][CH3:21].[CH3:22][N:23]([CH:24]=[O:25])[CH3:26].[O:28]1[CH2:29][CH2:30][CH2:31][CH2:32]1.[OH2:27]>>[c:2]1([CH:24]=[O:25])[cH:3][c:4]2[cH:5][cH:6][c:7]([CH:12]([O:13][CH3:14])[O:15][CH3:16])[n:8][c:9]2[cH:10][cH:11]1. Starting materials: C([O-])([O-])=O.[K+].[K+] (potassium carbonate), IC (iodomethane), COC=1C=C(C=CC1O)C[C@H]2COC(=O)[C@@H]2CC=3C=CC(=C(C3)OC)O (Matairesinol), CN(C)C=O (DMF). Reaction conditions: time 18 hour. The product is COC1=C(C=C(C=C1)CC2COC(=O)C2CC3=CC(=C(C=C3)OC)OC)OC (dimethylmatairesinol). Yield: 90.0%. RXN SMILES: [CH3:1][O:2][C:3]1[CH:4]=[C:5]([CH2:10][C@@H:11]2[C@@H:16]([CH2:17][C:18]3[CH:19]=[CH:20][C:21]([OH:26])=[C:22]([O:24][CH3:25])[CH:23]=3)C(=O)O[CH2:12]2)[CH:6]=[CH:7][C:8]=1O.[C:27](=[O:30])([O-])[O-:28].[K+].[K+].I[CH3:34].CN([CH:38]=[O:39])C>>[CH3:38][O:39][C:8]1[CH:7]=[CH:6][C:5]([CH2:10][CH:11]2[CH:16]([CH2:17][C:18]3[CH:19]=[CH:20][C:21]([O:26][CH3:34])=[C:22]([O:24][CH3:25])[CH:23]=3)[C:27](=[O:30])[O:28][CH2:12]2)=[CH:4][C:3]=1[O:2][CH3:1] |f:1.2.3|. Procedure: Matairesinol (5 g, 13.95 mmol) was dissolved in DMF (20 ml) and potassium carbonate (9.64 g, 69.8 mmol), iodomethane (5.23 ml, 84 mmol) were added. The mixture was stirred at RT for 18 h and then DMF was partly evaporated under reduced pressure and mixture was diluted with water (50 ml). The formed insoluble oil was separated, dissolved in DCM, dried with Na2SO4 and evaporated to dryness to give 4.87 g, (90% yield) of dimethylmatairesinol as a yellowish powder.